From a dataset of the Open Reaction Database (ORD), a public repository of structured organic reaction records. describe an organic reaction: reactants, conditions, products, and yield Reaction conditions: time 1 hour. Reactants: cuprous chloride, Cl (hydrochloric acid), NC1=C2CCC(NC2=CC=C1)=O (5-amino-3,4-dihydrocarbostyril), O (water), N(=O)[O-].[Na+] (sodium nitrite), Cl (hydrochloric acid). As a reaction SMILES: N[C:2]1[CH:11]=[CH:10][CH:9]=[C:8]2[C:3]=1[CH2:4][CH2:5][C:6](=[O:12])[NH:7]2.O.N([O-])=O.[Na+].[ClH:18]>>[Cl:18][C:2]1[CH:11]=[CH:10][CH:9]=[C:8]2[C:3]=1[CH2:4][CH2:5][C:6](=[O:12])[NH:7]2 |f:2.3|. Yields the product ClC1=C2CCC(NC2=CC=C1)=O (5-chloro-3,4-dihydrocarbostyril). Procedure details: 45 g of 5-amino-3,4-dihydrocarbostyril was suspended in 250 ml of a 15% hydrochloric acid and 250 ml of water having dissolved therein 20 g of sodium nitrite was added dropwise to the mixture followed by stirring at room temperature for 1 hour. The resulting solution was added dropwise to a solution prepared by dissolving 41.2 g of cuprous chloride in 120 ml of concentrated hydrochloric acid at room temperature while stirring. After completion of the addition, the mixture was heated on a water b... The reactants are BrCF (Bromofluoromethane), ice water, Cl.O\N=C(/C(=O)OCC)\C=1N=C(SC1)NC(C1=CC=CC=C1)(C1=CC=CC=C1)C1=CC=CC=C1 (Ethyl (Z)-2-hydroxyimino-2-(2-triphenylmethylaminothiazol-4-yl)acetate, hydrochloride salt), C([O-])([O-])=O.[K+].[K+] (potassium carbonate). The solvent is CS(=O)C (dimethyl sulphoxide), C(Cl)Cl (methylene chloride). Conditions: time 2 hour. The product is FCO\N=C(/C(=O)OCC)\C=1N=C(SC1)NC(C1=CC=CC=C1)(C1=CC=CC=C1)C1=CC=CC=C1 (Ethyl (Z)-2-fluoromethoxyimino-2-(2-triphenylmethylaminothiazol-4-yl)acetate). The yield is 93.5%. As a reaction SMILES: Cl.[OH:2]/[N:3]=[C:4](/[C:10]1[N:11]=[C:12]([NH:15][C:16]([C:29]2[CH:34]=[CH:33][CH:32]=[CH:31][CH:30]=2)([C:23]2[CH:28]=[CH:27][CH:26]=[CH:25][CH:24]=2)[C:17]2[CH:22]=[CH:21][CH:20]=[CH:19][CH:18]=2)[S:13][CH:14]=1)\[C:5]([O:7][CH2:8][CH3:9])=[O:6].C(=O)([O-])[O-].[K+].[K+].Br[CH2:42][F:43]>CS(C)=O.C(Cl)Cl>[F:43][CH2:42][O:2]/[N:3]=[C:4](/[C:10]1[N:11]=[C:12]([NH:15][C:16]([C:29]2[CH:30]=[CH:31][CH:32]=[CH:33][CH:34]=2)([C:23]2[CH:24]=[CH:25][CH:26]=[CH:27][CH:28]=2)[C:17]2[CH:22]=[CH:21][CH:20]=[CH:19][CH:18]=2)[S:13][CH:14]=1)\[C:5]([O:7][CH2:8][CH3:9])=[O:6] |f:0.1,2.3.4|. Procedure details: Ethyl (Z)-2-hydroxyimino-2-(2-triphenylmethylaminothiazol-4-yl)acetate, hydrochloride salt (8.7 g) was stirred with potassium carbonate (15.35 g) in dimethyl sulphoxide (30 ml) under nitrogen at 21° . Bromofluoromethane (ca 3 g) was added. The nitrogen flow was stopped and the stirring continued for two hours. The mixture was poured into an ice-water mixture with stirring and the solid was collected by filtration and washed with water. The solid was dissolved in methylene chloride and the organi... The reactants are N=1N=C(N2C1C=CC=C2)C2=NC1=C(C=C(C=C1C=C2)F)O (2-([1,2,4]triazolo[4,3-a]pyridin-3-yl)-6-fluoroquinolin-8-ol), C([O-])([O-])=O.[Cs+].[Cs+] (cesium carbonate), O1CC12CCN(CCC2)C(=O)OC(C)(C)C (tert-butyl 1-oxa-6-azaspiro[2.6]nonane-6-carboxylate). The solvent is CN(C)C=O (DMF). Reaction conditions: temperature 72 celsius. Product: N=1N=C(N2C1C=CC=C2)C2=NC1=C(C=CC=C1C=C2)OCC2(CCN(CCC2)C(=O)OC(C)(C)C)O (tert-butyl 4-((2-([1,2,4]triazolo[4,3-a]pyridin-3-yl)quinolin-8-yloxy)methyl)-4-hydroxyazepane-1-carboxylate). Yield: 60.5%. RXN SMILES: [N:1]1[N:2]=[C:3]([C:10]2[CH:19]=[CH:18][C:17]3[C:12](=[C:13]([OH:21])[CH:14]=[C:15](F)[CH:16]=3)[N:11]=2)[N:4]2[CH:9]=[CH:8][CH:7]=[CH:6][C:5]=12.C(=O)([O-])[O-].[Cs+].[Cs+].[O:28]1[C:30]2([CH2:36][CH2:35][CH2:34][N:33]([C:37]([O:39][C:40]([CH3:43])([CH3:42])[CH3:41])=[O:38])[CH2:32][CH2:31]2)[CH2:29]1>CN(C=O)C>[N:1]1[N:2]=[C:3]([C:10]2[CH:19]=[CH:18][C:17]3[C:12](=[C:13]([O:21][CH2:29][C:30]4([OH:28])[CH2:36][CH2:35][CH2:34][N:33]([C:37]([O:39][C:40]([CH3:43])([CH3:42])[CH3:41])=[O:38])[CH2:32][CH2:31]4)[CH:14]=[CH:15][CH:16]=3)[N:11]=2)[N:4]2[CH:9]=[CH:8][CH:7]=[CH:6][C:5]=12 |f:1.2.3|. Procedure details: 2-([1,2,4]triazolo[4,3-a]pyridin-3-yl)-6-fluoroquinolin-8-ol (0.065 g, 0.25 mmol), cesium carbonate (0.16 g, 0.50 mmol) and tert-butyl 1-oxa-6-azaspiro[2.6]nonane-6-carboxylate (0.068 g, 0.30 mmol) were added to 1 mL of DMF and heated to 72° C. overnight. The reaction mixture was concentrated, and DCM was added to the residue. Solids were removed by filtration and the filtrate was purified on Silica gel using 6% NH4OH in MeOH and DCM to yield 74 mg of the desired product as an off-white foam. MS...